This data is from the Open Reaction Database (ORD), a public repository of structured organic reaction records. The task is: describe an organic reaction: reactants, conditions, products, and yield Starting materials: C(C)(C)(C)S(=O)(=O)C[C@H](C(=O)N[C@H](C(=O)N[C@H]([C@H]([C@@H](O)C1CC1)O)CC1CCCCC1)CC=1N=CNC1)CC1=CC=CC=C1 ((S)-α-[(S)-α-[(tert-butylsulphonyl)methyl]hydrocinnamamido]-N-[(1S,2R,3S)-1-(cyclohexylmethyl)-3-cyclopropyl-2,3-dihydroxypropyl]imidazole-4-propionamide), C1COCCOCCOCCOCCOCCO1 (18-crown-6), C([O-])([O-])=O.[K+].[K+] (potassium carbonate), C(C(C)(C)C)(=O)OCCl (chloromethyl pivalate). Run in C(C)(=O)OCC (ethyl acetate). Conditions: time 8 hour. Product: C(C(C)(C)C)(=O)OCN1C=NC(=C1)C[C@@H](C(N[C@H]([C@H]([C@@H](O)C1CC1)O)CC1CCCCC1)=O)NC([C@H](CC1=CC=CC=C1)CS(=O)(=O)C(C)(C)C)=O ([4-[(S)-2-[(S)-α-[(tert-butylsulphonyl)methyl]hydrocinnamamido]-2-[[(1S,2R,3S)-1-(cyclohexylmethyl)-3-cyclopropyl-2,3-dihydroxypropyl]carbamoyl]ethyl]imidazol-1-yl]methyl pivalate). RXN SMILES: [C:1]([S:5]([CH2:8][C@@H:9]([CH2:38][C:39]1[CH:44]=[CH:43][CH:42]=[CH:41][CH:40]=1)[C:10]([NH:12][C@@H:13]([CH2:32][C:33]1[N:34]=[CH:35][NH:36][CH:37]=1)[C:14]([NH:16][C@@H:17]([CH2:25][CH:26]1[CH2:31][CH2:30][CH2:29][CH2:28][CH2:27]1)[C@@H:18]([OH:24])[C@H:19]([CH:21]1[CH2:23][CH2:22]1)[OH:20])=[O:15])=[O:11])(=[O:7])=[O:6])([CH3:4])([CH3:3])[CH3:2].C1OCCOCCOCCOCCOCCOC1.C(=O)([O-])[O-].[K+].[K+].[C:69]([O:75][CH2:76]Cl)(=[O:74])[C:70]([CH3:73])([CH3:72])[CH3:71]>C(OCC)(=O)C>[C:69]([O:75][CH2:76][N:36]1[CH:37]=[C:33]([CH2:32][C@H:13]([NH:12][C:10](=[O:11])[C@@H:9]([CH2:8][S:5]([C:1]([CH3:4])([CH3:2])[CH3:3])(=[O:7])=[O:6])[CH2:38][C:39]2[CH:44]=[CH:43][CH:42]=[CH:41][CH:40]=2)[C:14](=[O:15])[NH:16][C@@H:17]([CH2:25][CH:26]2[CH2:31][CH2:30][CH2:29][CH2:28][CH2:27]2)[C@@H:18]([OH:24])[C@H:19]([CH:21]2[CH2:22][CH2:23]2)[OH:20])[N:34]=[CH:35]1)(=[O:74])[C:70]([CH3:73])([CH3:72])[CH3:71] |f:2.3.4|. Procedure details: A suspension of 250 mg (0.4 mmol) of (S)-α-[(S)-α-[(tert-butylsulphonyl)methyl]hydrocinnamamido]-N-[(1S,2R,3S)-1-(cyclohexylmethyl)-3-cyclopropyl-2,3-dihydroxypropyl]imidazole-4-propionamide, 60 mg of 18-crown-6, 250 mg of potassium carbonate and 2 ml of chloromethyl pivalate is stirred at room temperature overnight. Thereafter, the reaction mixture is taken up in ethyl acetate and the ethyl acetate solution is washed with saturated ammonium chloride solution. After drying over sodium sulphate t... Reactants: NC1=C(C=CC(=C1)Br)O (2-amino-4-bromophenol), BrCCBr (1,2-dibromoethane), C(=O)([O-])[O-].[K+].[K+] (K2CO3). Solvent: CN(C)C=O (DMF), O (water). Reaction conditions: time 4 hour. Yields the product BrC=1C=CC(=C(C1)N)OCCBr (5-bromo-2-(2-bromoethoxy)benzenamine). Yield: 31.9%. RXN SMILES: [NH2:1][C:2]1[CH:7]=[C:6]([Br:8])[CH:5]=[CH:4][C:3]=1[OH:9].[Br:10][CH2:11][CH2:12]Br.C([O-])([O-])=O.[K+].[K+]>CN(C=O)C.O>[Br:8][C:6]1[CH:5]=[CH:4][C:3]([O:9][CH2:12][CH2:11][Br:10])=[C:2]([NH2:1])[CH:7]=1 |f:2.3.4|. Reported procedure: A mixture of the product 2-amino-4-bromophenol (500 mg, 2.66 mmol), 1,2-dibromoethane (2.5 g, 13.3 mmol) and K2CO3 (1.84 g, 13.3 mmol) in DMF (10 mL) was stirred at room temperature for 4 h. The mixture was diluted with water (100 mL) and extracted with ethyl acetate (100 mL). The organic layer was washed with water (3×50 mL) and brine (50 mL), concentrated and purified by column chromatography on silica gel (ethyl acetate in petroleum, 10% v/v) to give 5-bromo-2-(2-bromoethoxy)benzenamine (250 ... RXN SMILES: [CH2:1](Cl)[C:2]1[CH:7]=[CH:6][CH:5]=[CH:4][CH:3]=1.[Se-:9][Se-:10].[Mg+2].Cl>O>[CH2:1]([Se:9][Se:10][CH2:1][C:2]1[CH:7]=[CH:6][CH:5]=[CH:4][CH:3]=1)[C:2]1[CH:7]=[CH:6][CH:5]=[CH:4][CH:3]=1 |f:1.2|. The reactants are C(C1=CC=CC=C1)Cl (benzylchloride), [Se-][Se-].[Mg+2] (magnesium diselenide), Cl (hydrochloric acid). Procedure details: About 12.6 grams (0.1 moles) benzylchloride is now added by dropwise addition over a period of 15 minutes to the magnesium diselenide reagent. In about 5 to 10 minutes after the mixture of these materials, the reddish brown color of the solution appears discharged. This solution is diluted further by the addition of 200 milliliters water and the addition of 10 milliliters concentrated hydrochloric acid. Upon cooling of this solution, the solids contained within the flask are collected by filtrat... The solvent is O (water). The product is C(C1=CC=CC=C1)[Se][Se]CC1=CC=CC=C1 (dibenzyl diselenide). The reactants are OC1=CC=C(C(=O)O)C=C1 (p-hydroxybenzoic acid), C(CCCCCCCCCC)(=O)Cl (undecanoyl chloride), CN(C)C1=NC=CC=C1 (dimethylaminopyridine), Cl (hydrochloric acid). Run in ClCCl (dichloromethane), C(C)N(CC)CC (triethylamine). Conditions: time 20 hour. The product is C(CCCCCCCCCC)(=O)OC1=CC=C(C(=O)O)C=C1 (4-n-undecanoyloxybenzoic acid). The yield is 75.1%. Reaction SMILES: [OH:1][C:2]1[CH:10]=[CH:9][C:5]([C:6]([OH:8])=[O:7])=[CH:4][CH:3]=1.[C:11](Cl)(=[O:22])[CH2:12][CH2:13][CH2:14][CH2:15][CH2:16][CH2:17][CH2:18][CH2:19][CH2:20][CH3:21].CN(C1C=CC=CN=1)C.Cl>ClCCl.C(N(CC)CC)C>[C:11]([O:1][C:2]1[CH:10]=[CH:9][C:5]([C:6]([OH:8])=[O:7])=[CH:4][CH:3]=1)(=[O:22])[CH2:12][CH2:13][CH2:14][CH2:15][CH2:16][CH2:17][CH2:18][CH2:19][CH2:20][CH3:21]. Procedure: To a solution of p-hydroxybenzoic acid (3 g) and triethylamine (2.4 g) in dichloromethane (30 ml) were added undecanoyl chloride (4.5 g) and dimethylaminopyridine (0.2 g). The mixture was stirred at room temperature for about 20 hours. After dilute aqueous hydrochloric acid solution was added, an organic layer was separated by a funnel. After the solution was distilled to remove the solvent, the residue was washed with n-hexane and dried to obtain the titled compound (about 5 g).